This data is from the Open Reaction Database (ORD), a public repository of structured organic reaction records. The task is: describe an organic reaction: reactants, conditions, products, and yield Reactants: ClCCCCCCO (6-chloro-1-hexanol), O (H2O), C(C(=C)C)(=O)[O-] (Methacrylate), [OH-].C(CCC)[N+](CCCC)(CCCC)CCCC (Tetrabutylammonium hydroxide). The solvent is CN(C=O)C (DMF), CO (methanol). Run at time 30 minute. Yields the product C(C(=C)C)(=O)OCCCCCCO (6-Hydroxyhexyl Methacrylate). As a reaction SMILES: [C:1]([O-:6])(=[O:5])[C:2]([CH3:4])=[CH2:3].[OH-].C([N+](CCCC)(CCCC)CCCC)CCC.Cl[CH2:26][CH2:27][CH2:28][CH2:29][CH2:30][CH2:31][OH:32].O>CO.CN(C)C=O>[C:1]([O:6][CH2:26][CH2:27][CH2:28][CH2:29][CH2:30][CH2:31][OH:32])(=[O:5])[C:2]([CH3:4])=[CH2:3] |f:1.2|. Reported procedure: Methacrylate acid (43.0 g=0.5 mole) was dissolved in 50 mL methanol. Tetrabutylammonium hydroxide (25% in methanol, 519 gm=0.5 mole) was added to the latter solution. The solution was stirred for 30 minutes, and then freed of solvent on a rotary evaporator. The residue was dissolved in 100 mL of N,N-dimethylformamide (DMF) and a solution of 6-chloro-1-hexanol (68.3 gm+0.5 mole) in 200 mL DMF was added. This was stirred at 50° C. for 4 hours, the heat was discontinued, and the solution was stirre... Starting materials: OCC=1C(=NSC1C(F)(F)F)C1=CC=C(C#N)C=C1 (4-[4-(hydroxymethyl)-5-(trifluoromethyl)-1,2-thiazol-3-yl]benzonitrile), FC=1C=C(C=C(C1O)F)CCC(=O)OCC (ethyl 3-(3,5-difluoro-4-hydroxyphenyl)-propanoate). Product: C(#N)C1=CC=C(C=C1)C1=NSC(=C1COC1=C(C=C(C=C1F)CCC(=O)O)F)C(F)(F)F (3-(4-[[3-(4-cyanophenyl)-5-(trifluoromethyl)-1,2-thiazol-4-yl]methoxy]-3,5-difluorophenyl) propanoic acid). Reaction SMILES: [OH:1][CH2:2][C:3]1[C:4]([C:12]2[CH:19]=[CH:18][C:15]([C:16]#[N:17])=[CH:14][CH:13]=2)=[N:5][S:6][C:7]=1[C:8]([F:11])([F:10])[F:9].[F:20][C:21]1[CH:22]=[C:23]([CH2:29][CH2:30][C:31]([O:33]CC)=[O:32])[CH:24]=[C:25]([F:28])[C:26]=1O>>[C:16]([C:15]1[CH:18]=[CH:19][C:12]([C:4]2[C:3]([CH2:2][O:1][C:26]3[C:25]([F:28])=[CH:24][C:23]([CH2:29][CH2:30][C:31]([OH:33])=[O:32])=[CH:22][C:21]=3[F:20])=[C:7]([C:8]([F:11])([F:9])[F:10])[S:6][N:5]=2)=[CH:13][CH:14]=1)#[N:17]. Reported procedure: The title compound was prepared according to the procedure described in Example 1 starting from 4-[4-(hydroxymethyl)-5-(trifluoromethyl)-1,2-thiazol-3-yl]benzonitrile, following Steps 4-6, and using ethyl 3-(3,5-difluoro-4-hydroxyphenyl)-propanoate. Upon hydrolysis, the desired compound 261 was afforded as an off-white solid. 1H NMR (300 MHz, CD3OD) δ: 7.98 (d, J=8.4 Hz, 2H), 7.87 (d, J=8.4 Hz, 2H), 6.88 (d, J=9.6 Hz, 2H), 5.23 (s, 2H), 2.87 (t, J=7.8 Hz, 2H), 2.60 (t, J=7.8 Hz, 2H). 19F NMR (30...